describe an organic reaction: reactants, conditions, products, and yield From a dataset of the Open Reaction Database (ORD), a public repository of structured organic reaction records. Reactants: ClC=1C=C(C=CC1Cl)C(CC(=O)N(C1=CC=C(C=C1)OC)C)CCOS(=O)(=O)C (3,4-Dichloro-beta-(2-methanesulfonyloxyethyl)-N-methyl-N-(4-methoxyphenyl)benzene propanamide), C1(=CC=CC=C1)C1(CCNCC1)O (4-phenyl-4-hydroxypiperidine), C(=O)([O-])[O-].[K+].[K+] (K2CO3), CCOC(=O)C (EtOAc). The solvent is CN(C)C=O (DMF). Reaction conditions: temperature 60 celsius. Yields the product ClC=1C=C(C=CC1Cl)C(CC(=O)N(C1=CC=C(C=C1)OC)C)CCN1CCC(CC1)(C1=CC=CC=C1)O (Beta-(3,4-Dichlorophenyl)-4-hydroxy-N-methyl-N-(4-methoxyphenyl)-4-phenyl-1-piperidinepentanamide). Isolated yield 12.4%. RXN SMILES: [Cl:1][C:2]1[CH:3]=[C:4]([CH:9]([CH2:23][CH2:24]OS(C)(=O)=O)[CH2:10][C:11]([N:13]([CH3:22])[C:14]2[CH:19]=[CH:18][C:17]([O:20][CH3:21])=[CH:16][CH:15]=2)=[O:12])[CH:5]=[CH:6][C:7]=1[Cl:8].[C:30]1([C:36]2([OH:42])[CH2:41][CH2:40][NH:39][CH2:38][CH2:37]2)[CH:35]=[CH:34][CH:33]=[CH:32][CH:31]=1.C([O-])([O-])=O.[K+].[K+].CCOC(C)=O>CN(C=O)C>[Cl:1][C:2]1[CH:3]=[C:4]([CH:9]([CH2:23][CH2:24][N:39]2[CH2:40][CH2:41][C:36]([OH:42])([C:30]3[CH:31]=[CH:32][CH:33]=[CH:34][CH:35]=3)[CH2:37][CH2:38]2)[CH2:10][C:11]([N:13]([CH3:22])[C:14]2[CH:19]=[CH:18][C:17]([O:20][CH3:21])=[CH:16][CH:15]=2)=[O:12])[CH:5]=[CH:6][C:7]=1[Cl:8] |f:2.3.4|. Procedure: 3,4-Dichloro-beta-(2-methanesulfonyloxyethyl)-N-methyl-N-(4-methoxyphenyl)benzene propanamide (4.2 g) in DMF (20 mL) was treated with 4-phenyl-4-hydroxypiperidine (1.53 g) and K2CO3 (1.19 g). The mixture was heated at 60° C. for 18 hours. The cooled reaction mixture was diluted the EtOAc (200 mL) and washed with H2O (3×150 mL). The organic extracts were dried over MgSO4, filtered and concentrated under reduced pressure to give an oil. Silica gel chromatography eluting with 90:10 (CH2Cl2 :MeOH) g... RXN SMILES: [CH3:1][S:2]([Cl:3])(=[O:4])=[O:5].[NH2:6][c:7]1[cH:8][cH:9][c:10]([CH2:11][c:12]2[nH:13][c:14](=[O:25])[c:15]3[c:16]([n:17]2)[c:18]([CH2:22][CH2:23][CH3:24])[n:19][n:20]3[CH3:21])[cH:26][cH:27]1.[cH:28]1[cH:29][cH:30][n:31][cH:32][cH:33]1>>[CH3:1][S:2](=[O:4])(=[O:5])[NH:6][c:7]1[cH:8][cH:9][c:10]([CH2:11][c:12]2[nH:13][c:14](=[O:25])[c:15]3[c:16]([n:17]2)[c:18]([CH2:22][CH2:23][CH3:24])[n:19][n:20]3[CH3:21])[cH:26][cH:27]1. The product is CCCc1nn(C)c2c(=O)[nH]c(Cc3ccc(NS(C)(=O)=O)cc3)nc12. Reactants: CS(=O)(=O)Cl, CCCc1nn(C)c2c(=O)[nH]c(Cc3ccc(N)cc3)nc12, c1ccncc1. Starting materials: OC=1C=2N(C=CC1)C=C(N2)C (8-hydroxy-2-methylimidazo[1,2-a]pyridine), ClC1=C(C(=CC=C1)Cl)CCOS(=O)(=O)C (1,3-dichloro-2-(2-mesyloxyethyl)benzene), C([O-])([O-])=O.[K+].[K+] (potassium carbonate). The solvent is CN(C=O)C (N,N-dimethylformamide). Run at temperature 70 celsius, time 6 hour. The product is ClC1=C(C(=CC=C1)Cl)CCOC=1C=2N(C=CC1)C=C(N2)C (8-[2-(2,6-dichlorophenyl)ethyloxy]-2-methylimidazo[1,2-a]pyridine). The yield is 23.4%. As a reaction SMILES: [OH:1][C:2]1[C:3]2[N:4]([CH:8]=[C:9]([CH3:11])[N:10]=2)[CH:5]=[CH:6][CH:7]=1.[Cl:12][C:13]1[CH:18]=[CH:17][CH:16]=[C:15]([Cl:19])[C:14]=1[CH2:20][CH2:21]OS(C)(=O)=O.C(=O)([O-])[O-].[K+].[K+]>CN(C)C=O>[Cl:12][C:13]1[CH:18]=[CH:17][CH:16]=[C:15]([Cl:19])[C:14]=1[CH2:20][CH2:21][O:1][C:2]1[C:3]2[N:4]([CH:8]=[C:9]([CH3:11])[N:10]=2)[CH:5]=[CH:6][CH:7]=1 |f:2.3.4|. Procedure: A mixture of 8-hydroxy-2-methylimidazo[1,2-a]pyridine (296 mg), 1,3-dichloro-2-(2-mesyloxyethyl)benzene (645 mg) and potassium carbonate (828 mg) in N,N-dimethylformamide (12 ml) was stirred for 6 hours at 70° C. The mixture was treated according to a similar manner to that of Preparation 16 to give 8-[2-(2,6-dichlorophenyl)ethyloxy]-2-methylimidazo[1,2-a]pyridine (150 mg).